From a dataset of the Open Reaction Database (ORD), a public repository of structured organic reaction records. describe an organic reaction: reactants, conditions, products, and yield Reactants: O=C([O-])[O-], CN(C)C=O, COC(=O)CCCCl, [K+], [K+], Oc1ccc(Nc2ccccc2)cc1. Product: COC(=O)CCCOc1ccc(Nc2ccccc2)cc1. RXN SMILES: [C:23](=[O:24])([O-:25])[O-:26].[CH3:29][N:30]([CH3:31])[CH:32]=[O:33].[Cl:1][CH2:2][CH2:3][CH2:4][C:5](=[O:6])[O:7][CH3:8].[K+:27].[K+:28].[NH:9]([c:10]1[cH:11][cH:12][cH:13][cH:14][cH:15]1)[c:16]1[cH:17][cH:18][c:19]([OH:22])[cH:20][cH:21]1>>[CH2:2]([CH2:3][CH2:4][C:5](=[O:6])[O:7][CH3:8])[O:22][c:19]1[cH:18][cH:17][c:16]([NH:9][c:10]2[cH:11][cH:12][cH:13][cH:14][cH:15]2)[cH:21][cH:20]1. Procedure details: To a solution of 4-amino-2-(aminomethyl)-N-(1-hydroxy-1,3-dihydrobenzo[c][1,2]oxaborol-6-yl)benzenesulfonamide (500 mg, 0.89 mmol) and TEA (360 mg, 3.6 mmol) in THF (200 mL) at −20° C. was slowly added ethyl chloroformate (97.5 mg, 0.89 mmol) in THF (10 mL). Then the mixture was stirred at room temperature for 2 hrs. The mixture was concentrated in vacuo and the residue was purified by prep-HPLC (column: Luna 300×50.0 mm, 10 u; liquid phase: [A-H2O+0.025% TFA; B-MeCN] B %: 10%-35%, 25 min) to gi... Yield: 66.5%. The reactants are NC1=CC(=C(C=C1)S(=O)(=O)NC=1C=CC2=C(B(OC2)O)C1)CN (4-amino-2-(aminomethyl)-N-(1-hydroxy-1,3-dihydrobenzo[c][1,2]oxaborol-6-yl)benzenesulfonamide), TEA, ClC(=O)OCC (ethyl chloroformate). Solvent: C1CCOC1 (THF), C1CCOC1 (THF). Run at time 2 hour. RXN SMILES: [NH2:1][C:2]1[CH:7]=[CH:6][C:5]([S:8]([NH:11][C:12]2[CH:13]=[CH:14][C:15]3[CH2:19][O:18][B:17]([OH:20])[C:16]=3[CH:21]=2)(=[O:10])=[O:9])=[C:4]([CH2:22][NH2:23])[CH:3]=1.Cl[C:25]([O:27][CH2:28][CH3:29])=[O:26]>C1COCC1>[NH2:1][C:2]1[CH:7]=[CH:6][C:5]([S:8](=[O:9])(=[O:10])[NH:11][C:12]2[CH:13]=[CH:14][C:15]3[CH2:19][O:18][B:17]([OH:20])[C:16]=3[CH:21]=2)=[C:4]([CH:3]=1)[CH2:22][NH:23][C:25](=[O:26])[O:27][CH2:28][CH3:29]. Product: NC=1C=CC(=C(CNC(OCC)=O)C1)S(NC=1C=CC2=C(B(OC2)O)C1)(=O)=O (Ethyl 5-amino-2-(N-(1-hydroxy-1,3-dihydrobenzo[c][1,2]oxaborol-6-yl)sulfamoyl)benzylcarbamate).